This data is from the Open Reaction Database (ORD), a public repository of structured organic reaction records. The task is: describe an organic reaction: reactants, conditions, products, and yield Starting materials: Grignard reagent, II (iodine), CC=1C=C(CBr)C=CC1 (m-methylbenzylbromide), C(C1=CC=CC=C1)#N (benzonitrile), turnings, O (water). Run in CCOCC (ether), CCOCC (ether). The product is C1(=CC=CC=C1)C(=O)CC1=CC(=CC=C1)C (m-methylbenzyl phenyl ketone). Reaction SMILES: [C:1](#N)[C:2]1[CH:7]=[CH:6][CH:5]=[CH:4][CH:3]=1.II.[CH3:11][C:12]1[CH:13]=[C:14]([CH:17]=[CH:18][CH:19]=1)[CH2:15]Br.[OH2:20]>CCOCC>[C:2]1([C:1]([CH2:11][C:12]2[CH:19]=[CH:18][CH:17]=[C:14]([CH3:15])[CH:13]=2)=[O:20])[CH:7]=[CH:6][CH:5]=[CH:4][CH:3]=1. Procedure details: A solution of benzonitrile (58.5 g) in anhydrous ether (150 ml) is added dropwise with stirring to Grignard reagent which is prepared from magneisum turnings (14.6 g), a small amount of iodine and m-methylbenzylbromide (100 g) in anhydrous ether (800 ml) at moisture-free atmosphere. The mixture is refluxed for 6 hours. The reaction mixture is decomposed by adding water thereto, and the ether layer is separated and distilled to remove the solvent. The residue is mixed with 10% hydrochloric acid a... Starting materials: C1CCOC1, Cc1noc(-c2ccc(-c3ccc(C4(C(=O)O)CC4)cc3)cc2)c1NC(=O)OC(C)c1ccccc1, CS(N)(=O)=O, CCN(C(C)C)C(C)C. The product is Cc1noc(-c2ccc(-c3ccc(C4(C(=O)NS(C)(=O)=O)CC4)cc3)cc2)c1NC(=O)OC(C)c1ccccc1. As a reaction SMILES: [CH2:51]1[O:52][CH2:53][CH2:54][CH2:55]1.[CH3:1][c:2]1[n:3][o:4][c:5](-[c:19]2[cH:20][cH:21][c:22](-[c:25]3[cH:26][cH:27][c:28]([C:31]4([C:34](=[O:35])[OH:36])[CH2:32][CH2:33]4)[cH:29][cH:30]3)[cH:23][cH:24]2)[c:6]1[NH:7][C:8](=[O:9])[O:10][CH:11]([CH3:12])[c:13]1[cH:14][cH:15][cH:16][cH:17][cH:18]1.[CH3:37][S:38](=[O:39])(=[O:40])[NH2:41].[CH:42]([N:43]([CH:44]([CH3:45])[CH3:46])[CH2:47][CH3:48])([CH3:49])[CH3:50]>>[CH3:1][c:2]1[n:3][o:4][c:5](-[c:19]2[cH:20][cH:21][c:22](-[c:25]3[cH:26][cH:27][c:28]([C:31]4([C:34](=[O:35])[NH:41][S:38]([CH3:37])(=[O:39])=[O:40])[CH2:32][CH2:33]4)[cH:29][cH:30]3)[cH:23][cH:24]2)[c:6]1[NH:7][C:8](=[O:9])[O:10][CH:11]([CH3:12])[c:13]1[cH:14][cH:15][cH:16][cH:17][cH:18]1. The reactants are C(C(C)C)N([C@@H](CCCCN)C(=O)O)S(=O)(=O)C1=CC=C(C=C1)C (Nα-isobutyl-Nα-(4-methylbenzenesulfonyl)-L-lysine), O(C1=CC=CC=C1)CC(=O)Cl (phenoxyacetyl chloride). Yields the product C(C(C)C)N([C@@H](CCCCNC(COC1=CC=CC=C1)=O)C(=O)O)S(=O)(=O)C1=CC=C(C=C1)C (Nα-Isobutyl-Nα-(4-methylbenzenesulfonyl)-Nε-phenoxyacetyl-L-lysine). The yield is 77.0%. As a reaction SMILES: [CH2:1]([N:5]([S:15]([C:18]1[CH:23]=[CH:22][C:21]([CH3:24])=[CH:20][CH:19]=1)(=[O:17])=[O:16])[C@H:6]([C:12]([OH:14])=[O:13])[CH2:7][CH2:8][CH2:9][CH2:10][NH2:11])[CH:2]([CH3:4])[CH3:3].[O:25]([CH2:32][C:33](Cl)=[O:34])[C:26]1[CH:31]=[CH:30][CH:29]=[CH:28][CH:27]=1>>[CH2:1]([N:5]([S:15]([C:18]1[CH:23]=[CH:22][C:21]([CH3:24])=[CH:20][CH:19]=1)(=[O:17])=[O:16])[C@H:6]([C:12]([OH:14])=[O:13])[CH2:7][CH2:8][CH2:9][CH2:10][NH:11][C:33](=[O:34])[CH2:32][O:25][C:26]1[CH:31]=[CH:30][CH:29]=[CH:28][CH:27]=1)[CH:2]([CH3:3])[CH3:4]. Reported procedure: Nα-isobutyl-Nα-(4-methylbenzenesulfonyl)-L-lysine was reacted with phenoxyacetyl chloride under the conditions described in example 2. The crude material was purified by flash chromatography (CH2Cl2:MeOH, 19:1 to 9:1) to yield 77% of the desired product.